This data is from the Open Reaction Database (ORD), a public repository of structured organic reaction records. The task is: describe an organic reaction: reactants, conditions, products, and yield Reaction conditions: temperature 25 celsius, time 15 minute. The yield is 84.2%. The reactants are CC(=O)OCC1=C(N2[C@@H]([C@@H](C2=O)NC(=O)[C@@H](C=3C=CC=CC3)N)SC1)C(=O)O (cephaloglycin), ice water, Cl (HCl). As a reaction SMILES: [CH3:1][C:2]([O:4][CH2:5][C:6]1[CH2:25][S:24][C@@H:9]2[C@H:10]([NH:13][C:14]([C@H:16]([NH2:23])[C:17]3[CH:18]=[CH:19][CH:20]=[CH:21][CH:22]=3)=[O:15])[C:11](=[O:12])[N:8]2[C:7]=1[C:26]([OH:28])=[O:27])=[O:3].Cl>>[C:2]([O:4][CH2:5][C:6]1[CH2:25][S:24][CH:9]2[N:8]([C:11](=[O:12])[CH:10]2[NH:13][C:14](=[O:15])[CH:16]([NH2:23])[C:17]2[CH:22]=[CH:21][CH:20]=[CH:19][CH:18]=2)[C:7]=1[C:26]([OH:28])=[O:27])(=[O:3])[CH3:1]. Yields the product C(C)(=O)OCC1=C(N2C(C(C2SC1)NC(C(C1=CC=CC=C1)N)=O)=O)C(=O)O (3-[(Acetyloxy)methyl]-7-[(aminophenylacetyl)amino]-8 -oxo-5-thia-1-azabicyclo[4.2.0]oct-2-ene-2-carboxylic acid), dihydrate. Procedure details: The resultant crude protected cephaloglycin mixture is worked up by treating with a mixture of 27 ml ice-water and 6 ml concentrated HCl and stirred for 15 minutes while cooling with ice. The aqueous phase is separted off and the organic phase is back-extracted with 2 ml ice-water. The combined aqueous phases are heated to 25° C. and TEA is added until a pH value of 4.5/4.7 is reached. The title compound is obtained in the dihydrate form by standing the mixture 30 minutes, filtering the crystals... The reactants are C1(CCCC1)OC=1C=C(C=CC1OC)SC(CC(=O)NO)CCCCC1=CC=CC=C1 ((±)-3-(3-Cyclopentyloxy-4-methoxyphenyl)sulfanyl-7-phenylheptanohydroxamic acid), [BH4-].[Na+] (sodium borohydride), CO (methanol). The solvent is O1CCCC1 (tetrahydrofuran). Reaction conditions: time 18 hour. Product: C1(CCCC1)OC=1C=C(C=CC1OC)S (3-Cyclopentyloxy-4-methoxybenzenethiol). The yield is 138.4%. Reaction SMILES: [CH:1]1([O:6][C:7]2[CH:8]=[C:9]([S:15]C(CCCCC3C=CC=CC=3)CC(NO)=O)[CH:10]=[CH:11][C:12]=2[O:13][CH3:14])[CH2:5][CH2:4][CH2:3][CH2:2]1.[BH4-].[Na+].CO>O1CCCC1>[CH:1]1([O:6][C:7]2[CH:8]=[C:9]([SH:15])[CH:10]=[CH:11][C:12]=2[O:13][CH3:14])[CH2:2][CH2:3][CH2:4][CH2:5]1 |f:1.2|. Procedure: A suspension of 3,3′-dicyclopentyloxy-4,4′-dimethoxyphenyldisulfide (15 g, Reference Example 3) and sodium borohydride (3.18 g) in anhydrous tetrahydrofuran (150 ml) at reflux was treated dropwise with anhydrous methanol (15 ml) over 1 hour. The cloudy yellow solution was stirred at reflux for 30 minutes then cooled to room temperature and stirring was continued for 18 hours. The reaction mixture was partitioned between hydrochloric acid (400 ml, 1N) and diethyl ether (400 ml). The aqueous layer... Reported procedure: A solution of 5-(4-acetamido phenyl)-3-(1-methylpiperidin-4-yl)-1H-indole (0.150 g, 0.43 mmol) in 2 mL of ethanol and 1 mL of 1N aqueous hydrochloric acid solution was heated with stirring overnight. The mixture was allowed to cool to room temperature, solvent was removed in vacuo, and the residue was dissolved in 2N aqueous sodium hydroxide solution and ethyl acetate. The organic layer was separated, extracted with 2N aqueous sodium hydroxide solution followed by brine, dried over sodium sulfat... Starting materials: C(C)(=O)NC1=CC=C(C=C1)C=1C=C2C(=CNC2=CC1)C1CCN(CC1)C (5-(4-acetamido phenyl)-3-(1-methylpiperidin-4-yl)-1H-indole). Yields the product NC1=CC=C(C=C1)C=1C=C2C(=CNC2=CC1)C1CCN(CC1)C (5-(4-Aminophenyl)-3-(1-Methylpiperidin-4-yl)-1H-Indole). As a reaction SMILES: C([NH:4][C:5]1[CH:10]=[CH:9][C:8]([C:11]2[CH:12]=[C:13]3[C:17](=[CH:18][CH:19]=2)[NH:16][CH:15]=[C:14]3[CH:20]2[CH2:25][CH2:24][N:23]([CH3:26])[CH2:22][CH2:21]2)=[CH:7][CH:6]=1)(=O)C>C(O)C.Cl>[NH2:4][C:5]1[CH:10]=[CH:9][C:8]([C:11]2[CH:12]=[C:13]3[C:17](=[CH:18][CH:19]=2)[NH:16][CH:15]=[C:14]3[CH:20]2[CH2:25][CH2:24][N:23]([CH3:26])[CH2:22][CH2:21]2)=[CH:7][CH:6]=1. Yield: 51.8%. Solvent: C(C)O (ethanol), Cl (hydrochloric acid). Conditions: time 8 hour. The reactants are NC1=NNC=C1C#N (3-Amino-4-pyrazolecarbonitrile), compound 102, compound 101, 1H1H, Compound 102, C(CC)Br (propylbromide), C([O-])([O-])=O.[K+].[K+] (potassium carbonate), Compound 101. Run in CN(C)C=O (DMF). Run at temperature 80 celsius. The product is NC1=C(C=NN1CCC)C#N (5-Amino-1-propyl-1H-pyrazole-4-carbonitrile). RXN SMILES: [NH2:1][C:2]1[C:6]([C:7]#[N:8])=[CH:5][NH:4][N:3]=1.[CH2:9](Br)[CH2:10][CH3:11].C(=O)([O-])[O-].[K+].[K+]>CN(C=O)C>[NH2:1][C:2]1[N:3]([CH2:9][CH2:10][CH3:11])[N:4]=[CH:5][C:6]=1[C:7]#[N:8] |f:2.3.4|. Procedure: 3-Amino-4-pyrazolecarbonitrile 1 (Acros, 3.24 g, 30.0 mmol), propylbromide (Acros, 4.43 g, 36 mmol) and anhydrous potassium carbonate (Fisher, 5.0 g, 36 mmol) were suspended in 20 mL anhydrous DMF and heated at 80° C. in a sealed tube under argon overnight. The reaction was permitted to cool and the DMF was removed on a rotary evaporator. Water was added (100 mL) and the organics were extracted with dichloromethane (3×100 mL). The combined dichloromethane fractions were washed with water (50 mL)... Starting materials: C(C)(=O)O[C@H]1C[C@@H](O[C@@H]1COC(C)=O)N1C(=O)NC(=O)C(=C1)F (2'-deoxy-3',5'-di-O-acetyl-5-fluorouridine), CC1=C(C(=O)Cl)C=CC=C1 (2-methylbenzoyl chloride). The solvent is N1=CC=CC=C1 (pyridine). Conditions: time 100 minute. Yields the product C(C)(=O)O[C@H]1C[C@@H](O[C@@H]1COC(C)=O)N1C(=O)N(C(=O)C(=C1)F)C(C1=C(C=CC=C1)C)=O (2'-deoxy-3',5'-di-O-acetyl-5-fluoro-3-(2-methylbenzoyl)uridine). Isolated yield 29.5%. Reaction SMILES: [C:1]([O:4][C@@H:5]1[C@@H:9]([CH2:10][O:11][C:12](=[O:14])[CH3:13])[O:8][C@@H:7]([N:15]2[CH:22]=[C:21]([F:23])[C:19](=[O:20])[NH:18][C:16]2=[O:17])[CH2:6]1)(=[O:3])[CH3:2].[CH3:24][C:25]1[CH:33]=[CH:32][CH:31]=[CH:30][C:26]=1[C:27](Cl)=[O:28]>N1C=CC=CC=1>[C:1]([O:4][C@@H:5]1[C@@H:9]([CH2:10][O:11][C:12](=[O:14])[CH3:13])[O:8][C@@H:7]([N:15]2[CH:22]=[C:21]([F:23])[C:19](=[O:20])[N:18]([C:27](=[O:28])[C:26]3[CH:30]=[CH:31][CH:32]=[CH:33][C:25]=3[CH3:24])[C:16]2=[O:17])[CH2:6]1)(=[O:3])[CH3:2]. Procedure details: 500 mg of 2'-deoxy-3',5'-di-O-acetyl-5-fluorouridine was dissolved in 5 ml of dry pyridine, and the resulting solution was cooled with ice. To the solution was added 710 mg of 2-methylbenzoyl chloride, and the mixture was allowed to stand at room temperature for 100 minutes. The same procedure as in Example 1 gave 200 mg (yield: 29.5%) of 2'-deoxy-3',5'-di-O-acetyl-5-fluoro-3-(2-methylbenzoyl)uridine as crystals having a melting point of 108° to 109° C. This was identical with the crystals obtai... The reactants are Cl.C(C1=CC=CC=C1)OC(=O)CCC[C@@H](C(=O)O[C@H](CC(=O)N)CCCCCCCCCCCCC)N ((3S)-3-[(2S)-5-benzyloxycarbonyl-2-aminopentanoyl]oxyhexadecanamide hydrochloride), N1=CC(=CC2=CC=CC=C12)C(=O)O (3-quinolinecarboxylic acid), ON1N=NC2=C1C=CC=C2 (1-hydroxybenzotriazole), C(C)N=C=NCCCN(C)C (1-ethyl-3-(3-dimethylaminopropyl)carbodiimide). Solvent: CN(C=O)C (N,N-dimethylformamide), C(C)(=O)OCC (ethyl acetate). Conditions: time 2 hour. Yields the product C(C1=CC=CC=C1)OC(=O)CCC[C@@H](C(=O)O[C@H](CC(=O)N)CCCCCCCCCCCCC)NC(=O)C=1C=NC2=CC=CC=C2C1 ((3S)-3-[(2S)-5-benzyloxycarbonyl-2-{(3-quinolyl)carbonylamino}pentanoyl]oxyhexadecanamide). The yield is 99.0%. RXN SMILES: Cl.[CH2:2]([O:9][C:10]([CH2:12][CH2:13][CH2:14][C@H:15]([NH2:37])[C:16]([O:18][C@@H:19]([CH2:24][CH2:25][CH2:26][CH2:27][CH2:28][CH2:29][CH2:30][CH2:31][CH2:32][CH2:33][CH2:34][CH2:35][CH3:36])[CH2:20][C:21]([NH2:23])=[O:22])=[O:17])=[O:11])[C:3]1[CH:8]=[CH:7][CH:6]=[CH:5][CH:4]=1.[N:38]1[C:47]2[C:42](=[CH:43][CH:44]=[CH:45][CH:46]=2)[CH:41]=[C:40]([C:48](O)=[O:49])[CH:39]=1.ON1C2C=CC=CC=2N=N1.C(N=C=NCCCN(C)C)C>CN(C)C=O.C(OCC)(=O)C>[CH2:2]([O:9][C:10]([CH2:12][CH2:13][CH2:14][C@H:15]([NH:37][C:48]([C:40]1[CH:39]=[N:38][C:47]2[C:42]([CH:41]=1)=[CH:43][CH:44]=[CH:45][CH:46]=2)=[O:49])[C:16]([O:18][C@@H:19]([CH2:24][CH2:25][CH2:26][CH2:27][CH2:28][CH2:29][CH2:30][CH2:31][CH2:32][CH2:33][CH2:34][CH2:35][CH3:36])[CH2:20][C:21]([NH2:23])=[O:22])=[O:17])=[O:11])[C:3]1[CH:4]=[CH:5][CH:6]=[CH:7][CH:8]=1 |f:0.1|. Procedure: To a solution of (3S)-3-[(2S)-5-benzyloxycarbonyl-2-aminopentanoyl]oxyhexadecanamide hydrochloride (1.79 g), 3-quinolinecarboxylic acid (630 mg) and 1-hydroxybenzotriazole (536 mg) in N,N-dimethylformamide (40 ml) was added 1-ethyl-3-(3-dimethylaminopropyl)carbodiimide (616 mg) at 0° C., and the mixture was stirred at room temperature for 2 hours. The solution was diluted with ethyl acetate (200 ml) and washed with 0.5N hydrochloric acid (200 ml), 10% aqueous citric acid (200 ml), saturated aque... Starting materials: FC1=CC=C(C=C1)C=1SC=CC1C1=CC=C(C=C1)S(=O)(=O)C (2-(4-fluorophenyl)-3-[4-(methylsulfonyl)phenyl]thiophene), C(C)(=O)Cl (acetyl chloride), ice water. Reagents/catalysts: [Ti](Cl)(Cl)(Cl)Cl (Titanium (IV) chloride). The solvent is C1=CC=CC=C1 (benzene). Run at time 4 hour. Yields the product C(C)(=O)C1=CC(=C(S1)C1=CC=C(C=C1)F)C1=CC=C(C=C1)S(=O)(=O)C (5-acetyl-2-(4-fluorophenyl)-3-[4-(methylsulfonyl)phenyl]thiophene). RXN SMILES: [F:1][C:2]1[CH:7]=[CH:6][C:5]([C:8]2[S:9][CH:10]=[CH:11][C:12]=2[C:13]2[CH:18]=[CH:17][C:16]([S:19]([CH3:22])(=[O:21])=[O:20])=[CH:15][CH:14]=2)=[CH:4][CH:3]=1.[C:23](Cl)(=[O:25])[CH3:24]>C1C=CC=CC=1.[Ti](Cl)(Cl)(Cl)Cl>[C:23]([C:10]1[S:9][C:8]([C:5]2[CH:4]=[CH:3][C:2]([F:1])=[CH:7][CH:6]=2)=[C:12]([C:13]2[CH:18]=[CH:17][C:16]([S:19]([CH3:22])(=[O:21])=[O:20])=[CH:15][CH:14]=2)[CH:11]=1)(=[O:25])[CH3:24]. Procedure details: Titanium (IV) chloride (2.7 ml) was added dropwise to a stirred solution of 2-(4-fluorophenyl)-3-[4-(methylsulfonyl)phenyl]thiophene (5 g) and acetyl chloride (2.2 ml) in benzene (50 ml) at 5° to 10° C. The mixture was stirred at ambient temperature for 4 hours, poured into ice-water, and extracted with ethyl acetate. The extract was washed with an aqueous solution of sodium bicarbonate, dried and concentrated. The residue was recrystallized from a mixture of ethanol and ethyl acetate to give pa... The reactants are [BH3-]C#N, O=C([O-])[O-], ClCCl, CCCC[N+](CCCC)(CCCC)CCCC, Cl, N#Cc1ccc(N2CC=C(N3CCCC3)CC2)cc1, [Na+], [Na+]. Yields the product N#Cc1ccc(N2CCC(N3CCCC3)CC2)cc1. RXN SMILES: [C:24]([BH3-:25])#[N:26].[C:44](=[O:45])([O-:46])[O-:47].[CH2:21]([Cl:22])[Cl:23].[CH2:27]([N+:28]([CH2:29][CH2:30][CH2:31][CH3:32])([CH2:33][CH2:34][CH2:35][CH3:36])[CH2:37][CH2:38][CH2:39][CH3:40])[CH2:41][CH2:42][CH3:43].[ClH:20].[N:1]1([C:6]2=[CH:11][CH2:10][N:9]([c:12]3[cH:13][cH:14][c:15]([C:16]#[N:17])[cH:18][cH:19]3)[CH2:8][CH2:7]2)[CH2:2][CH2:3][CH2:4][CH2:5]1.[Na+:48].[Na+:49]>>[N:1]1([CH:6]2[CH2:7][CH2:8][N:9]([c:12]3[cH:13][cH:14][c:15]([C:16]#[N:17])[cH:18][cH:19]3)[CH2:10][CH2:11]2)[CH2:2][CH2:3][CH2:4][CH2:5]1. Reactants: COC(=O)Cc1ccc(OCC2CO2)cc1OCC(F)(F)F, CCNCC, CO. Yields the product CCN(CC)CC(O)COc1ccc(CC(=O)OC)c(OCC(F)(F)F)c1. Reaction SMILES: [CH2:1]([CH:2]1[CH2:3][O:4]1)[O:5][c:6]1[cH:7][c:8]([O:17][CH2:18][C:19]([F:20])([F:21])[F:22])[c:9]([CH2:12][C:13](=[O:14])[O:15][CH3:16])[cH:10][cH:11]1.[CH2:23]([CH3:24])[NH:25][CH2:26][CH3:27].[CH3:28][OH:29]>>[CH2:1]([CH:2]([CH2:3][N:25]([CH2:23][CH3:24])[CH2:26][CH3:27])[OH:4])[O:5][c:6]1[cH:7][c:8]([O:17][CH2:18][C:19]([F:20])([F:21])[F:22])[c:9]([CH2:12][C:13](=[O:14])[O:15][CH3:16])[cH:10][cH:11]1. The reactants are NC1=CC=CC=C1 (aniline), NC(=O)N (urea), C12CN(CC(CC1)O2)C2=C1C(=NC(=N2)C2=CC=C(C=C2)NC(=O)NCC)N(N=C1)C1CCN(CC1)C(=O)OCC (ethyl 4-(4-(8-oxa-3-azabicyclo[3.2.1]octan-3-yl)-6-(4-(3-ethylureido)phenyl)-1H-pyrazolo[3,4-d]pyrimidin-1-yl)piperidine-1-carboxylate), CN1CCN(CC1)C1=CC=C(N)C=C1 (4-(4-methylpiperazin-1-yl)aniline). Yields the product C12COCC(CC1)N2C2=C1C(=NC(=N2)C2=CC=C(C=C2)NC(=O)NC2=CC=C(C=C2)N2CCN(CC2)C)N(N=C1)CC (1-(4-(4-(3-oxa-8-azabicyclo[3.2.1]octan-8-yl)-1-ethyl-1H-pyrazolo[3,4-d]pyrimidin-6-yl)phenyl)-3-(4-(4-methylpiperazin-1-yl)phenyl)urea). Reaction SMILES: NC(N)=O.[CH:5]12[O:12][CH:9](CC1)[CH2:8][N:7]([C:13]1[N:18]=[C:17]([C:19]3[CH:24]=[CH:23][C:22]([NH:25][C:26](NCC)=[O:27])=[CH:21][CH:20]=3)[N:16]=[C:15]3[N:31]([CH:34]4CCN(C(OCC)=O)C[CH2:35]4)[N:32]=[CH:33][C:14]=13)[CH2:6]2.[CH3:45][N:46]1[CH2:51][CH2:50][N:49]([C:52]2[CH:58]=[CH:57][C:55]([NH2:56])=[CH:54][CH:53]=2)[CH2:48][CH2:47]1.N[C:60]1C=CC=C[CH:61]=1>>[CH:8]12[N:7]([C:13]3[N:18]=[C:17]([C:19]4[CH:20]=[CH:21][C:22]([NH:25][C:26]([NH:56][C:55]5[CH:57]=[CH:58][C:52]([N:49]6[CH2:48][CH2:47][N:46]([CH3:45])[CH2:51][CH2:50]6)=[CH:53][CH:54]=5)=[O:27])=[CH:23][CH:24]=4)[N:16]=[C:15]4[N:31]([CH2:34][CH3:35])[N:32]=[CH:33][C:14]=34)[CH:6]([CH2:60][CH2:61]1)[CH2:5][O:12][CH2:9]2. Reported procedure: A urea formation procedure similar to that used for the synthesis of ethyl 4-(4-(8-oxa-3-azabicyclo[3.2.1]octan-3-yl)-6-(4-(3-ethylureido)phenyl)-1H-pyrazolo[3,4-d]pyrimidin-1-yl)piperidine-1-carboxylate is used, utilizing 4-(4-methylpiperazin-1-yl)aniline as the aniline component. (53%, MS=568.5 (M+H))